From a dataset of the Open Reaction Database (ORD), a public repository of structured organic reaction records. describe an organic reaction: reactants, conditions, products, and yield Reactants: N (ammonia), COC(=O)[C@H](C1=CC=CC=C1)N.Cl (D-Phenylglycine methyl ester hydrochloride), C[Mg]I (methylmagnesium iodide), C(C)OCC (diethyl ether), [Cl-].[NH4+] (ammonium chloride). Reaction conditions: time 3 hour. Product: N[C@@H](C(C)(O)C)C1=CC=CC=C1 ((1R)-1-Amino-2-methyl-1-phenyl-2-propanol). Isolated yield 41.0%. As a reaction SMILES: COC([C@@H:5]([NH2:12])[C:6]1[CH:11]=[CH:10][CH:9]=[CH:8][CH:7]=1)=O.Cl.[CH3:14][Mg]I.[Cl-].[NH4+].N.C([O:22][CH2:23][CH3:24])C>>[NH2:12][C@H:5]([C:6]1[CH:11]=[CH:10][CH:9]=[CH:8][CH:7]=1)[C:23]([CH3:24])([OH:22])[CH3:14] |f:0.1,3.4|. Procedure details: D-Phenylglycine methyl ester hydrochloride (12) (5 g, 24.83 mmol) was added in portions, during 15 minutes, to a solution of methylmagnesium iodide [prepared from methyl iodide (9.28 ml, 148.97 mmol)] in diethyl ether (190 ml) and stirred for 3 hours. To promote hydrolysis, a saturated solution of ammonium chloride was added dropwise with vigorous stirring. The insoluble product was filtered off through celite, and the organic layer was separated and dried with sodium sulphate. Concentration in ... Reactants: COC(=O)[C@@H](C)OC(C1=CC=C(C=C1)O)=O ((R)-4-hydroxybenzoic acid 1-(methoxycarbonyl)ethyl ester), C(CCCCCCCCCCC)OC1=CC=C(C=C1)C1=NC=C(N=C1)C(=O)O (2-(4-dodecyloxyphenyl)-5-pyrazinecarboxylic acid), C1CCC(CC1)N=C=NC2CCCCC2 (DCC). Reagents/catalysts: CN(C)C1=CC=NC=C1 (N,N-dimethyl-4-aminopyridine). Run in C(Cl)Cl (methylene chloride). Conditions: temperature 25 celsius. Yields the product COC(=O)[C@@H](C)OC(=O)C1=CC=C(C=C1)OC(=O)C=1N=CC(=NC1)C1=CC=C(C=C1)OCCCCCCCCCCCC (2-(4-Dodecyloxyphenyl)-5-pyrazinecarboxylic acid (R)-4-[1-(methoxycarbonyl)-ethoxycarbonyl]phenyl ester). Isolated yield 13.4%. RXN SMILES: [CH3:1][O:2][C:3]([C@H:5]([O:7][C:8](=[O:16])[C:9]1[CH:14]=[CH:13][C:12]([OH:15])=[CH:11][CH:10]=1)[CH3:6])=[O:4].[CH2:17]([O:29][C:30]1[CH:35]=[CH:34][C:33]([C:36]2[CH:41]=[N:40][C:39]([C:42](O)=[O:43])=[CH:38][N:37]=2)=[CH:32][CH:31]=1)[CH2:18][CH2:19][CH2:20][CH2:21][CH2:22][CH2:23][CH2:24][CH2:25][CH2:26][CH2:27][CH3:28].C1CCC(N=C=NC2CCCCC2)CC1>CN(C1C=CN=CC=1)C.C(Cl)Cl>[CH3:1][O:2][C:3]([C@H:5]([O:7][C:8]([C:9]1[CH:10]=[CH:11][C:12]([O:15][C:42]([C:39]2[N:40]=[CH:41][C:36]([C:33]3[CH:34]=[CH:35][C:30]([O:29][CH2:17][CH2:18][CH2:19][CH2:20][CH2:21][CH2:22][CH2:23][CH2:24][CH2:25][CH2:26][CH2:27][CH3:28])=[CH:31][CH:32]=3)=[N:37][CH:38]=2)=[O:43])=[CH:13][CH:14]=1)=[O:16])[CH3:6])=[O:4]. Procedure: In a 50 ml round flask were charged 86.3 mg (0.39 mmol) of (R)-4-hydroxybenzoic acid 1-(methoxycarbonyl)ethyl ester obtained in Example 1-2), 134.6 mg (0.35 mmol) of 2-(4-dodecyloxyphenyl)-5-pyrazinecarboxylic acid, 4.3 mg (0.035 mmol) of N,N-dimethyl-4-aminopyridine, and 5 ml of methylene chloride, followed by stirring at 25° C. To the mixture was added 79.4 mg (0.39 mmol) of DCC to conduct a reaction at 25° C. for 18 hours. After completion of the reaction, the reaction mixture was worked-up i... The reactants are COC(=O)Cc1cc(SC)c(C(=O)c2ccc(Cl)cc2)n1C, CCO, [Na+], [OH-]. Yields the product CSc1cc(CC(=O)O)n(C)c1C(=O)c1ccc(Cl)cc1. As a reaction SMILES: [CH3:1][O:2][C:3]([CH2:4][c:5]1[n:6]([CH3:21])[c:7]([C:12]([c:13]2[cH:14][cH:15][c:16]([Cl:19])[cH:17][cH:18]2)=[O:20])[c:8]([S:10][CH3:11])[cH:9]1)=[O:22].[CH3:25][CH2:26][OH:27].[Na+:24].[OH-:23]>>[O:2]=[C:3]([CH2:4][c:5]1[n:6]([CH3:21])[c:7]([C:12]([c:13]2[cH:14][cH:15][c:16]([Cl:19])[cH:17][cH:18]2)=[O:20])[c:8]([S:10][CH3:11])[cH:9]1)[OH:22]. Starting materials: C(C)(=O)OCCCCCP(=O)(OCC)OCC (5-(diethylphosphono)pentyl acetate), C([O-])([O-])=O.[Na+].[Na+] (sodium carbonate). Run in CO (methanol). Yields the product OCCCCCP(OCC)(OCC)=O (Diethyl 5-hydroxypentylphosphonate). As a reaction SMILES: C([O:4][CH2:5][CH2:6][CH2:7][CH2:8][CH2:9][P:10]([O:15][CH2:16][CH3:17])([O:12][CH2:13][CH3:14])=[O:11])(=O)C.C(=O)([O-])[O-].[Na+].[Na+]>CO>[OH:4][CH2:5][CH2:6][CH2:7][CH2:8][CH2:9][P:10](=[O:11])([O:12][CH2:13][CH3:14])[O:15][CH2:16][CH3:17] |f:1.2.3|. Reported procedure: 92 g (0.345 mol) of 5-(diethylphosphono)pentyl acetate were heated at 50° C. for 10 hours with stirring with 74 g (0.7 mol) of finely powdered sodium carbonate in 500 ml of methanol. The solution was filtered, concentrated and distilled in a bulb tube. Starting materials: OC1=NC(=C(C=C1C#N)F)O (2,6-dihydroxy-3-cyano-5-fluoropyridine), P(Cl)(Cl)(Cl)(Cl)Cl (phosphorus pentachloride), ClC1=NC(=C(C=C1C#N)F)Cl (2,6-dichloro-5-fluoro-3-cyanopyridine), cyano, S(O)(O)(=O)=O (sulfuric acid), ClC1=C(C(=O)N)C=C(C(=N1)Cl)F (2,6-dichloro-5-fluoronicotinamide), N(=O)[O-].[Na+] (sodium nitrite), ClC1=NC(=C(C=C1C#N)F)Cl (2,6-dichloro-3-cyano-5-fluoropyridine), P(=O)(Cl)(Cl)Cl (phosphorus oxychloride), ClC1=C(C(=O)N)C=C(C(=N1)Cl)F (2,6-dichloro-5-fluoronicotinamide). Yields the product ClC1=C(C(=O)O)C=C(C(=N1)Cl)F (2,6-dichloro-5-fluoronicotinic acid). As a reaction SMILES: [OH:1]C1C(C#N)=CC(F)=C(O)N=1.ClC1C(C#N)=CC(F)=C(Cl)N=1.P(Cl)(Cl)(Cl)=O.P(Cl)(Cl)(Cl)(Cl)Cl.[Cl:34][C:35]1[N:43]=[C:42]([Cl:44])[C:41]([F:45])=[CH:40][C:36]=1[C:37](N)=[O:38].S(=O)(=O)(O)O.N([O-])=O.[Na+]>>[Cl:34][C:35]1[N:43]=[C:42]([Cl:44])[C:41]([F:45])=[CH:40][C:36]=1[C:37]([OH:1])=[O:38] |f:6.7|. Reported procedure: A preferred embodiment for preparing the nicotinic acids is illustrated in Scheme II. The 2,6-dihydroxy-3-cyano-5-fluoropyridine (1) is prepared according to the method described in European Patent Application 333 020 (EP 020), incorporated herein by reference. This document describes the preparation of 2,6-dihydroxy-3-cyano-5-fluoropyridine starting with ethyl formate, ethyl fluoro acetate, and cyanoacetamide. The ethyl formate and ethyl fluoro acetate, are initially reacted in the presence of ... Reactants: BrC=1C=C2C=C(NC2=CC1OC)C(=O)OC (methyl 5-bromo-6-methoxyindole carboxylate), [OH-].[K+] (potassium hydroxide). Product: BrC=1C=C2C=C(NC2=CC1OC)C(=O)O (5-Bromo-6-methoxyindole-2-carboxylic acid). Reaction SMILES: [Br:1][C:2]1[CH:3]=[C:4]2[C:8](=[CH:9][C:10]=1[O:11][CH3:12])[NH:7][C:6]([C:13]([O:15]C)=[O:14])=[CH:5]2.[OH-].[K+]>>[Br:1][C:2]1[CH:3]=[C:4]2[C:8](=[CH:9][C:10]=1[O:11][CH3:12])[NH:7][C:6]([C:13]([OH:15])=[O:14])=[CH:5]2 |f:1.2|. Procedure details: Following the general procedure of PREPARATION 63 and making non-critical variations but starting with methyl 5-bromo-6-methoxyindole carboxylate (PREPARATION 81, 3.31 g) and potassium hydroxide (0.98 g), the title compound is obtained, NMR (300 MHz, CD3OD) 7.79, 7.03, 7.01 and 3.89 δ.